This data is from the Open Reaction Database (ORD), a public repository of structured organic reaction records. The task is: describe an organic reaction: reactants, conditions, products, and yield The reactants are FC(C1=CC=C(C=C1)NC(=O)N1N=C(C(C1)NC)C1=CC=C(C=C1)Cl)(F)F (N-(4-trifluoromethylphenyl)-3-(4-chlorophenyl)-4-(N-methylamino)-4,5-dihydro-1H-pyrazole-1-carboxamide), [OH-].[Na+] (NaOH), N#CBr (cyanogen bromide), C(Cl)Cl (methylene chloride), C(Cl)Cl (methylene chloride). Reaction conditions: time 8 hour. Product: FC(C1=CC=C(C=C1)NC(=O)N1N=C(C(C1)N(C#N)C)C1=CC=C(C=C1)Cl)(F)F (N-(4-trifluoromethylphenyl)-3-(4-chlorophenyl)-4-(N-methyl-N-cyanoamino)-4,5-dihydro-1H-pyrazole-1-carboxamide). As a reaction SMILES: [F:1][C:2]([F:27])([F:26])[C:3]1[CH:8]=[CH:7][C:6]([NH:9][C:10]([N:12]2[CH2:16][CH:15]([NH:17][CH3:18])[C:14]([C:19]3[CH:24]=[CH:23]C(Cl)=[CH:21][CH:20]=3)=[N:13]2)=[O:11])=[CH:5][CH:4]=1.[OH-].[Na+].[N:30]#[C:31]Br.[CH2:33]([Cl:35])Cl>>[F:1][C:2]([F:27])([F:26])[C:3]1[CH:4]=[CH:5][C:6]([NH:9][C:10]([N:12]2[CH2:16][CH:15]([N:17]([CH3:18])[C:31]#[N:30])[C:14]([C:19]3[CH:24]=[CH:23][C:33]([Cl:35])=[CH:21][CH:20]=3)=[N:13]2)=[O:11])=[CH:7][CH:8]=1 |f:1.2|. Procedure: To 4.0 g (10 mmole) of N-(4-trifluoromethylphenyl)-3-(4-chlorophenyl)-4-(N-methylamino)-4,5-dihydro-1H-pyrazole-1-carboxamide (Example 116) in 100 ml of methylene chloride was added 10 ml of 1.0M aqueous NaOH and 1.2 g (11.3 mmole) of cyanogen bromide dissolved in 5 ml of methylene chloride. After stirring overnight, the organic layer was separated, concentrated in vacuo, and triturated with diethyl ether to yield the title compound, a white solid, mp 216°-217° C. Starting materials: CC(C)(C)[Si](C)(C)N1C(=O)CC1CSc1ncccn1, CO, [Cs+], [F-]. Product: O=C1CC(CSc2ncccn2)N1. Reaction SMILES: [C:1]([Si:2]([CH3:3])([CH3:4])[N:6]1[C:7](=[O:18])[CH2:8][CH:9]1[CH2:10][S:11][c:12]1[n:13][cH:14][cH:15][cH:16][n:17]1)([CH3:5])([CH3:19])[CH3:20].[CH3:23][OH:24].[Cs+:22].[F-:21]>>[NH:6]1[C:7](=[O:18])[CH2:8][CH:9]1[CH2:10][S:11][c:12]1[n:13][cH:14][cH:15][cH:16][n:17]1. Starting materials: NC1=NC(=C(C(=N1)OS(=O)(=O)C(F)(F)F)C#N)C=1OCCC1 (trifluoromethanesulfonic acid 2-amino-5-cyano-6-(4,5-dihydro-furan-2-yl)-pyrimidin-4-yl ester), Cl.Cl.CC1=CC(=NC=C1)CN (C-(4-methyl-pyridin-2-yl)-methylamine dihydrochioride), C1CCC2=NCCCN2CC1 (DBU). Run in COCCOC (DME). Yields the product NC1=NC(=C(C(=N1)C=1OCCC1)C#N)NCC1=NC=CC(=C1)C (2-Amino-4-(4,5-dihydro-furan-2-yl)-6-[(4-methyl-pyridin-2-ylmethyl)-amino]-pyrimidine-5-carbonitrile). RXN SMILES: [NH2:1][C:2]1[N:7]=[C:6](OS(C(F)(F)F)(=O)=O)[C:5]([C:16]#[N:17])=[C:4]([C:18]2[O:19][CH2:20][CH2:21][CH:22]=2)[N:3]=1.Cl.Cl.[CH3:25][C:26]1[CH:31]=[CH:30][N:29]=[C:28]([CH2:32][NH2:33])[CH:27]=1.C1CCN2C(=NCCC2)CC1>COCCOC>[NH2:1][C:2]1[N:3]=[C:4]([C:18]2[O:19][CH2:20][CH2:21][CH:22]=2)[C:5]([C:16]#[N:17])=[C:6]([NH:33][CH2:32][C:28]2[CH:27]=[C:26]([CH3:25])[CH:31]=[CH:30][N:29]=2)[N:7]=1 |f:1.2.3|. Reported procedure: From trifluoromethanesulfonic acid 2-amino-5-cyano-6-(4,5-dihydro-furan-2-yl)-pyrimidin-4-yl ester, C-(4-methyl-pyridin-2-yl)-methylamine dihydrochioride and DBU in DME. ES-MS m/e (%): 309 (M+H+, 100). The reactants are COC=1CC(CCCN1)(C)C (3,4,5,6-tetrahydro-7-methoxy-5,5-dimethyl-2H-azepine), [Cl-].[NH4+] (ammonium chloride). Run in CCO (EtOH). Yields the product Cl.CC1(CC(NCCC1)=N)C (hexahydro-4,4-dimethyl-1H-azepin-2-imine, monohydrochloride). The yield is 61.6%. Reaction SMILES: CO[C:3]1[CH2:4][C:5]([CH3:11])([CH3:10])[CH2:6][CH2:7][CH2:8][N:9]=1.[Cl-:12].[NH4+:13]>CCO>[ClH:12].[CH3:10][C:5]1([CH3:11])[CH2:6][CH2:7][CH2:8][NH:9][C:3](=[NH:13])[CH2:4]1 |f:1.2,4.5|. Procedure: The product of EXAMPLE 64 (260 mg, 1.7 mmol) in 10 mL of EtOH was reacted with ammonium chloride (88 mg, 1.7 mmol) by the method of EXAMPLE 27 to yield 185 mg (55%) of the title material. The reactants are O=C(Br)CBr, CN(C)c1ccccc1, ClCCl, COCCOc1nc(C)cc(OCC(F)(F)F)c1N. Yields the product COCCOc1nc(C)cc(OCC(F)(F)F)c1NC(=O)CBr. RXN SMILES: [Br:29][CH2:30][C:31](=[O:32])[Br:33].[CH3:20][N:21]([c:22]1[cH:23][cH:24][cH:25][cH:26][cH:27]1)[CH3:28].[Cl:34][CH2:35][Cl:36].[NH2:1][c:2]1[c:3]([O:15][CH2:16][CH2:17][O:18][CH3:19])[n:4][c:5]([CH3:14])[cH:6][c:7]1[O:8][CH2:9][C:10]([F:11])([F:12])[F:13]>>[NH:1]([c:2]1[c:3]([O:15][CH2:16][CH2:17][O:18][CH3:19])[n:4][c:5]([CH3:14])[cH:6][c:7]1[O:8][CH2:9][C:10]([F:11])([F:12])[F:13])[C:31]([CH2:30][Br:29])=[O:32]. The reactants are COC(=O)C(CCCc1ccccc1)C(C)=O, [Na+], C1COCCO1, [OH-]. Yields the product CC(=O)C(CCCc1ccccc1)C(=O)O. Reaction SMILES: [C:1]([CH3:2])(=[O:3])[CH:4]([C:5](=[O:6])[O:7][CH3:8])[CH2:9][CH2:10][CH2:11][c:12]1[cH:13][cH:14][cH:15][cH:16][cH:17]1.[Na+:19].[O:20]1[CH2:21][CH2:22][O:23][CH2:24][CH2:25]1.[OH-:18]>>[C:1]([CH3:2])(=[O:3])[CH:4]([C:5](=[O:6])[OH:7])[CH2:9][CH2:10][CH2:11][c:12]1[cH:13][cH:14][cH:15][cH:16][cH:17]1. The reactants are CC(C)S, CCN(C(C)C)C(C)C, N#Cc1cnc2ccc(I)cc2c1Cl. The product is CC(C)Sc1c(C#N)cnc2ccc(I)cc12. RXN SMILES: [CH3:24][CH:25]([CH3:26])[SH:27].[CH:15]([N:16]([CH2:17][CH3:18])[CH:19]([CH3:20])[CH3:21])([CH3:22])[CH3:23].[Cl:1][c:2]1[c:3]([C:13]#[N:14])[cH:4][n:5][c:6]2[cH:7][cH:8][c:9]([I:12])[cH:10][c:11]12>>[c:2]1([S:27][CH:25]([CH3:24])[CH3:26])[c:3]([C:13]#[N:14])[cH:4][n:5][c:6]2[cH:7][cH:8][c:9]([I:12])[cH:10][c:11]12.